From a dataset of the Open Reaction Database (ORD), a public repository of structured organic reaction records. describe an organic reaction: reactants, conditions, products, and yield Starting materials: C1CCOC1 (THF), BrC=1C=C(C=CC1)[Mg]Br ((3-bromophenyl)magnesium bromide), C(C1=CC=CC=C1)N1CCC(=CC1)C(=O)OC (methyl 1-benzyl-1,2,3,6-tetrahydropyridine-4-carboxylate). The solvent is C1(=CC=CC=C1)C (toluene). Reaction conditions: temperature 20 celsius. The product is C(C1=CC=CC=C1)N1CC(C(CC1)C(=O)OC)C1=CC(=CC=C1)Br (methyl 1-benzyl-3-(3-bromophenyl)piperidine-4-carboxylate). Isolated yield 60.5%. RXN SMILES: C1COCC1.[Br:6][C:7]1[CH:8]=[C:9]([Mg]Br)[CH:10]=[CH:11][CH:12]=1.[CH2:15]([N:22]1[CH2:27][CH:26]=[C:25]([C:28]([O:30][CH3:31])=[O:29])[CH2:24][CH2:23]1)[C:16]1[CH:21]=[CH:20][CH:19]=[CH:18][CH:17]=1>C1(C)C=CC=CC=1>[CH2:15]([N:22]1[CH2:27][CH2:26][CH:25]([C:28]([O:30][CH3:31])=[O:29])[CH:24]([C:9]2[CH:10]=[CH:11][CH:12]=[C:7]([Br:6])[CH:8]=2)[CH2:23]1)[C:16]1[CH:17]=[CH:18][CH:19]=[CH:20][CH:21]=1. Procedure: A 0.5 M THF solution of (3-bromophenyl)magnesium bromide (20 mL, 10 mmol) was cooled to −15° C., and methyl 1-benzyl-1,2,3,6-tetrahydropyridine-4-carboxylate (1.05 g, 4.3 mmol) in toluene (3.0 mL) was slowly added for 3 h at −15° C. The reaction mixture was warmed to 20° C. and quenched by addition of saturated NH4Cl aqueous solution followed by extraction with EtOAc. The combined organic solution was dried over MgSO4, filtered and concentrated in vacuo. The residue was chromatographed in silica...